Dataset: the Open Reaction Database (ORD), a public repository of structured organic reaction records. Task: describe an organic reaction: reactants, conditions, products, and yield Starting materials: ClC1=C(C=C(C=C1C)B1OC(C(O1)(C)C)(C)C)C (2-chloro-1,3-dimethyl-5-(4,4,5,5-tetramethyl-[1,3,2]dioxaborolan-2-yl)-benzene), BrC1=NC=C(N=C1)C1CC1 (2-bromo-5-cyclopropyl-pyrazine), Intermediate 56. Product: ClC1=C(C=C(C=C1C)C1=NC=C(N=C1)C1CC1)C (2-(4-Chloro-3,5-dimethyl-phenyl)-5-cyclopropyl-pyrazine). RXN SMILES: [Cl:1][C:2]1[C:7]([CH3:8])=[CH:6][C:5](B2OC(C)(C)C(C)(C)O2)=[CH:4][C:3]=1[CH3:18].Br[C:20]1[CH:25]=[N:24][C:23]([CH:26]2[CH2:28][CH2:27]2)=[CH:22][N:21]=1>>[Cl:1][C:2]1[C:3]([CH3:18])=[CH:4][C:5]([C:20]2[CH:25]=[N:24][C:23]([CH:26]3[CH2:28][CH2:27]3)=[CH:22][N:21]=2)=[CH:6][C:7]=1[CH3:8]. Procedure details: The title compound is prepared from 2-chloro-1,3-dimethyl-5-(4,4,5,5-tetramethyl-[1,3,2]dioxaborolan-2-yl)-benzene and 2-bromo-5-cyclopropyl-pyrazine following a procedure analogous to that described in Step 1 of Intermediate 56. LC (method 11): tR=1.28 min; Mass spectrum (ESI+): m/z=259/261 (Cl) [M+H]+. The reactants are [Si](C)(C)(C(C)(C)C)OCCN1CC2=C(C(=CC=C2CC1)NC(C1=CC(=C(C=C1)OC)C(F)(F)F)=O)Cl (N-(2-(2-Tert-butyldimethylsilyloxyethyl)-8-chloro-1,2,3,4-tetrahydroisoquinolin-7-yl)-4-methoxy-3-trifluoromethylbenzamide), [F-].C(CCC)[N+](CCCC)(CCCC)CCCC (tetrabutylammonium fluoride). Run in O1CCCC1 (tetrahydrofuran), O1CCCC1 (tetrahydrofuran), C(C)(=O)OCC (ethyl acetate). The product is OCCN1CC2=C(C(=CC=C2CC1)NC(C1=CC(=C(C=C1)OC)C(F)(F)F)=O)Cl (N-(2-(2-Hydroxyethyl)-8-chloro-1,2,3,4-tetrahydroisoquinolin-7-yl)-4-methoxy-3-trifluoromethylbenzamide). The yield is 56.3%. Reaction SMILES: [Si]([O:8][CH2:9][CH2:10][N:11]1[CH2:20][CH2:19][C:18]2[C:13](=[C:14]([Cl:36])[C:15]([NH:21][C:22](=[O:35])[C:23]3[CH:28]=[CH:27][C:26]([O:29][CH3:30])=[C:25]([C:31]([F:34])([F:33])[F:32])[CH:24]=3)=[CH:16][CH:17]=2)[CH2:12]1)(C(C)(C)C)(C)C.[F-].C([N+](CCCC)(CCCC)CCCC)CCC>O1CCCC1.C(OCC)(=O)C>[OH:8][CH2:9][CH2:10][N:11]1[CH2:20][CH2:19][C:18]2[C:13](=[C:14]([Cl:36])[C:15]([NH:21][C:22](=[O:35])[C:23]3[CH:28]=[CH:27][C:26]([O:29][CH3:30])=[C:25]([C:31]([F:32])([F:34])[F:33])[CH:24]=3)=[CH:16][CH:17]=2)[CH2:12]1 |f:1.2|. Reported procedure: N-(2-(2-Tert-butyldimethylsilyloxyethyl)-8-chloro-1,2,3,4-tetrahydroisoquinolin-7-yl)-4-methoxy-3-trifluoromethylbenzamide (0.09 g) in tetrahydrofuran (10 ml) was treated with tetrabutylammonium fluoride in tetrahydrofuran (1M, 0.16 ml) at room temperature overnight. The reaction mixture was diluted with ethyl acetate, washed with water, the organic phase dried (MgSO4) and solvent removed at reduced pressure. The residue was column chromatographed (silica gel, ammonia/methanol/dichloromethane mi... The reactants are solution, C(CCC)[Li] (n-butyllithium), CCCCCC (n-hexane), C(C)(C)(C)C1=C(C(=CC=C1)C(C)(C)C)O (2,6-di-tert-butylphenol), C(C)OC(=O)C1(CC1)[C@@H]1[C@H](C(N(C1)[C@@H](C)C1=CC=CC=C1)=O)F (4-(S)-(1-ethoxycarbonylcyclopropyl)-3-(R)-fluoro-1-[1-(S)-phenylethyl]-2-pyrrolidone), [Cl-].[NH4+] (ammonium chloride), C(C)(C)NC(C)C (diisopropylamine). Solvent: O1CCCC1 (tetrahydrofuran), O1CCCC1 (tetrahydrofuran), O1CCCC1 (tetrahydrofuran). Run at temperature -78 celsius, time 15 minute. The product is C(C)OC(=O)C1(CC1)[C@@H]1[C@@H](C(N(C1)[C@@H](C)C1=CC=CC=C1)=O)F (4-(S)-(1-Ethoxycarbonylcyclopropyl)-3-(S)-fluoro-1-[1-(S)-phenylethyl]-2-pyrrolidone). Isolated yield 74.3%. RXN SMILES: C(NC(C)C)(C)C.C([Li])CCC.CCCCCC.[CH2:19]([O:21][C:22]([C:24]1([C@H:27]2[CH2:31][N:30]([C@H:32]([C:34]3[CH:39]=[CH:38][CH:37]=[CH:36][CH:35]=3)[CH3:33])[C:29](=[O:40])[C@@H:28]2[F:41])[CH2:26][CH2:25]1)=[O:23])[CH3:20].C(C1C=CC=C(C(C)(C)C)C=1O)(C)(C)C.[Cl-].[NH4+]>O1CCCC1>[CH2:19]([O:21][C:22]([C:24]1([C@H:27]2[CH2:31][N:30]([C@H:32]([C:34]3[CH:35]=[CH:36][CH:37]=[CH:38][CH:39]=3)[CH3:33])[C:29](=[O:40])[C@H:28]2[F:41])[CH2:25][CH2:26]1)=[O:23])[CH3:20] |f:5.6|. Procedure details: Under a nitrogen atmosphere, diisopropylamine (7.22 ml, 51.52 mmol) was dissolved in dry tetrahydrofuran (100 ml). After cooling the solution to −78° C., a 1.68 M solution of n-butyllithium in n-hexane (28.1 ml, 47.21 mmol) was added dropwise thereinto over a period of 15 minutes. Then the liquid reaction mixture was stirred at 0° C. for 10 minutes and cooled to −78° C. Next, a solution of 4-(S)-(1-ethoxycarbonylcyclopropyl)-3-(R)-fluoro-1-[1-(S)-phenylethyl]-2-pyrrolidone (13.72 g, 42.96 mmol) ... Starting materials: O=C(CBr)Nc1ccc(Cl)cn1, O=C([O-])[O-], CCOC(=O)c1[nH]c(C)c(Br)c1C, [Cs+], [Cs+], CN(C)C=O. The product is CCOC(=O)c1c(C)c(Br)c(C)n1CC(=O)Nc1ccc(Cl)cn1. Reaction SMILES: [Br:20][CH2:21][C:22](=[O:23])[NH:24][c:25]1[n:26][cH:27][c:28]([Cl:31])[cH:29][cH:30]1.[C:14](=[O:15])([O-:16])[O-:17].[CH2:1]([CH3:2])[O:3][C:4](=[O:5])[c:6]1[nH:7][c:8]([CH3:13])[c:9]([Br:12])[c:10]1[CH3:11].[Cs+:18].[Cs+:19].[O:32]=[CH:33][N:34]([CH3:35])[CH3:36]>>[CH2:1]([CH3:2])[O:3][C:4](=[O:5])[c:6]1[n:7]([CH2:21][C:22](=[O:23])[NH:24][c:25]2[n:26][cH:27][c:28]([Cl:31])[cH:29][cH:30]2)[c:8]([CH3:13])[c:9]([Br:12])[c:10]1[CH3:11]. Reactants: C1(CC1)N1C=C(C(C2=CC(=C(C(=C12)C)N1CCN(CC1)C(=O)OCC)F)=O)C(=O)OCC (ethyl 1-cyclopropyl-7-(4-ethoxycarbonyl-1-piperazinyl)-6-fluoro-8-methyl-1,4-dihydro-4-oxoquinoline-3-carboxylate), [OH-].[Na+] (sodium hydroxide), Cl (hydrochloric acid). Product: N1(CCNCC1)C1=C(C=C2C(C(=CN(C2=C1C)C1CC1)C(=O)O)=O)F (7-(1-piperazinyl)-1-cyclopropyl-6-fluoro-8-methyl-1,4-dihydro-4-oxoquinoline-3-carboxylic acid). Isolated yield 48.4%. As a reaction SMILES: [CH:1]1([N:4]2[C:13]3[C:8](=[CH:9][C:10]([F:26])=[C:11]([N:15]4[CH2:20][CH2:19][N:18](C(OCC)=O)[CH2:17][CH2:16]4)[C:12]=3[CH3:14])[C:7](=[O:27])[C:6]([C:28]([O:30]CC)=[O:29])=[CH:5]2)[CH2:3][CH2:2]1.[OH-].[Na+].Cl>>[N:15]1([C:11]2[C:12]([CH3:14])=[C:13]3[C:8]([C:7](=[O:27])[C:6]([C:28]([OH:30])=[O:29])=[CH:5][N:4]3[CH:1]3[CH2:2][CH2:3]3)=[CH:9][C:10]=2[F:26])[CH2:20][CH2:19][NH:18][CH2:17][CH2:16]1 |f:1.2|. Procedure: To ethyl 1-cyclopropyl-7-(4-ethoxycarbonyl-1-piperazinyl)-6-fluoro-8-methyl-1,4-dihydro-4-oxoquinoline-3-carboxylate (0.8 g) is added 10% aqueous sodium hydroxide (7 ml), and the mixture is refluxed for 5 hours. After cooling, the mixture is acidified with diluted hydrochloric acid and is extracted with dichloromethane. The aqueous layer is adjusted to about pH 7.5 with sodium hydrogen carbonate, and the resulting precipitates are separated by filtration to give 7-(1-piperazinyl)-1-cyclopropyl-6...